This data is from the Open Reaction Database (ORD), a public repository of structured organic reaction records. The task is: describe an organic reaction: reactants, conditions, products, and yield Starting materials: C(C(F)(F)F)O (trifluoroethanol), FC1=CC(=C(C=C1)SC(C1=CC=CC=C1)(C1=CC=CC=C1)C1=CC=CC=C1)C(F)(F)F (4-fluoro-2-trifluoromethyl-1-tritylsulfanyl-benzene), CC(C)([O-])C.[K+] (Potassium tert-butoxide), [Cl-].[Na+] (sodium chloride). Run in O1CCCC1 (tetrahydrofuran), CN1C(CCC1)=O (1-methyl-2-pyrrolidon), O1CCCC1 (tetrahydrofuran), O1CCCC1 (tetrahydrofuran), O (water), [Cl-].[Na+].O (brine), O (water), C(C)(C)(C)OC (tert-butyl-methylether). Procedure details: Potassium tert-butoxide (98% m/m, 39.17 g, 342.1 mmol) was suspended in tetrahydrofuran (190 mL) and a solution of trifluoroethanol (35.65 g, 356.4 mmol) in tetrahydrofuran (28 mL) was added at room temperature (exothermic). The mixture was stirred for 15 min, and a solution of 4-fluoro-2-trifluoromethyl-1-tritylsulfanyl-benzene (125 g, 285 mmol) in 1-methyl-2-pyrrolidon (240 mL) and tetrahydrofuran (290 mL) was added. The resulting brown solution was stirred for 30 min at room temperature, foll... The product is FC(COC1=CC(=C(C=C1)SC(C1=CC=CC=C1)(C1=CC=CC=C1)C1=CC=CC=C1)C(F)(F)F)(F)F (4-(2,2,2-Trifluoro-ethoxy)-2-trifluoromethyl-1-tritylsulfanyl-benzene). The yield is 95.3%. As a reaction SMILES: CC(C)([O-])C.[K+].[CH2:7]([OH:12])[C:8]([F:11])([F:10])[F:9].F[C:14]1[CH:19]=[CH:18][C:17]([S:20][C:21]([C:34]2[CH:39]=[CH:38][CH:37]=[CH:36][CH:35]=2)([C:28]2[CH:33]=[CH:32][CH:31]=[CH:30][CH:29]=2)[C:22]2[CH:27]=[CH:26][CH:25]=[CH:24][CH:23]=2)=[C:16]([C:40]([F:43])([F:42])[F:41])[CH:15]=1.[Cl-].[Na+]>O1CCCC1.CN1CCCC1=O.[Cl-].[Na+].O.O.C(OC)(C)(C)C>[F:9][C:8]([F:11])([F:10])[CH2:7][O:12][C:14]1[CH:19]=[CH:18][C:17]([S:20][C:21]([C:22]2[CH:23]=[CH:24][CH:25]=[CH:26][CH:27]=2)([C:28]2[CH:33]=[CH:32][CH:31]=[CH:30][CH:29]=2)[C:34]2[CH:39]=[CH:38][CH:37]=[CH:36][CH:35]=2)=[C:16]([C:40]([F:43])([F:42])[F:41])[CH:15]=1 |f:0.1,4.5,8.9.10|. Reaction conditions: time 15 minute.